From a dataset of the Open Reaction Database (ORD), a public repository of structured organic reaction records. describe an organic reaction: reactants, conditions, products, and yield Reactants: O=C(Cl)c1ccccc1, CN1CCN(c2ccc3nc(-c4n[nH]c5c(N)cccc45)[nH]c3c2)CC1, CCN(C(C)C)C(C)C, ClCCl. Yields the product CN1CCN(c2ccc3nc(-c4n[nH]c5c(NC(=O)c6ccccc6)cccc45)[nH]c3c2)CC1. As a reaction SMILES: [C:27]([c:28]1[cH:29][cH:30][cH:31][cH:32][cH:33]1)(=[O:34])[Cl:35].[CH3:1][N:2]1[CH2:3][CH2:4][N:5]([c:8]2[cH:9][cH:10][c:11]3[c:12]([nH:13][c:14](-[c:16]4[n:17][nH:18][c:19]5[c:20]([NH2:25])[cH:21][cH:22][cH:23][c:24]45)[n:15]3)[cH:26]2)[CH2:6][CH2:7]1.[CH:36]([N:37]([CH:38]([CH3:39])[CH3:40])[CH2:41][CH3:42])([CH3:43])[CH3:44].[Cl:45][CH2:46][Cl:47]>>[CH3:1][N:2]1[CH2:3][CH2:4][N:5]([c:8]2[cH:9][cH:10][c:11]3[c:12]([nH:13][c:14](-[c:16]4[n:17][nH:18][c:19]5[c:20]([NH:25][C:27]([c:28]6[cH:29][cH:30][cH:31][cH:32][cH:33]6)=[O:34])[cH:21][cH:22][cH:23][c:24]45)[n:15]3)[cH:26]2)[CH2:6][CH2:7]1. RXN SMILES: [C:1]([O:5][C:6](=[O:50])[N:7]([CH2:27][CH2:28][C:29]1[C:37]2[C:32](=[CH:33][CH:34]=C(NC(=O)C)C=2)[NH:31][C:30]=1[C:42]1[CH:47]=[C:46]([CH3:48])[CH:45]=[C:44]([CH3:49])[CH:43]=1)[CH2:8][CH2:9][CH2:10][CH2:11][C:12]1[CH:17]=[CH:16][C:15]([NH2:18])=[C:14]([S:19]([CH3:22])(=[O:21])=[O:20])[C:13]=1[S:23]([CH3:26])(=[O:25])=[O:24])([CH3:4])([CH3:3])[CH3:2].[C:51]1(P(C2C=CC=CC=2)C2C=CC=CC=2)C=CC=CC=1.[NH:70]1[CH:74]=[CH:73][N:72]=[CH:71]1.[N:75](C(OCC)=O)=[N:76]C(OCC)=O>>[C:1]([O:5][C:6](=[O:50])[N:7]([CH2:27][CH2:28][C:29]1[C:37]2[C:32](=[CH:33][CH:34]=[C:74]([N:70]3[C:71]([CH3:51])=[N:72][N:76]=[N:75]3)[CH:73]=2)[NH:31][C:30]=1[C:42]1[CH:47]=[C:46]([CH3:48])[CH:45]=[C:44]([CH3:49])[CH:43]=1)[CH2:8][CH2:9][CH2:10][CH2:11][C:12]1[CH:17]=[CH:16][C:15]([NH2:18])=[C:14]([S:19]([CH3:22])(=[O:21])=[O:20])[C:13]=1[S:23]([CH3:26])(=[O:25])=[O:24])([CH3:4])([CH3:3])[CH3:2]. The product is C(C)(C)(C)OC(N(CCCCC1=C(C(=C(C=C1)N)S(=O)(=O)C)S(=O)(=O)C)CCC1=C(NC2=CC=C(C=C12)N1N=NN=C1C)C1=CC(=CC(=C1)C)C)=O ({2-[2-(3,5-dimethylphenyl)-5-(5-methyltetrazol-1-yl)-1H-indol-3-yl]-ethyl}-[4-(4-amino(dimethanesulfonyl)phenyl) butyl]carbamic acid tert-butyl ester). Procedure details: To a solution of {2-[5-acetylamino-2-(3,5-dimethylphenyl)-1H-indol-3-yl]ethyl}-[4-(4-amino(dimethanesulfonyl)phenyl)butyl] carbamic acid tert-butyl ester (30 mg in 1.5 mL dry methylene chloride) was added in order 22.8 mg triphenylphosphine, 6.3 mg imidazole, 20.7 mg zinc azide(pyridine complex) and 0.014 mL diethyl azodicarboxylate and the mixture stirred at room temperature. After 4 hours additional portions of triphenylphosphine (11.3 mg), imidazole (3.5 mg), zinc azide•2 pyridine (11 mg) and... Starting materials: C(C)(C)(C)OC(N(CCCCC1=C(C(=C(C=C1)N)S(=O)(=O)C)S(=O)(=O)C)CCC1=C(NC2=CC=C(C=C12)NC(C)=O)C1=CC(=CC(=C1)C)C)=O ({2-[5-acetylamino-2-(3,5-dimethylphenyl)-1H-indol-3-yl]ethyl}-[4-(4-amino(dimethanesulfonyl)phenyl)butyl] carbamic acid tert-butyl ester), C1(=CC=CC=C1)P(C1=CC=CC=C1)C1=CC=CC=C1 (triphenylphosphine), N1C=NC=C1 (imidazole), zinc azide(pyridine complex), N(=NC(=O)OCC)C(=O)OCC (diethyl azodicarboxylate), C1(=CC=CC=C1)P(C1=CC=CC=C1)C1=CC=CC=C1 (triphenylphosphine), N1C=NC=C1 (imidazole), zinc azide•2 pyridine, N(=NC(=O)OCC)C(=O)OCC (diethyl azodicarboxylate). Starting materials: C(#N)C(C(=O)OC)=C(SC)NC=1C=NC=CC1C (methyl 2-cyano-3-[(4-methyl-3-pyridinyl)amino]-3-(methylsulfanyl)-2-propenoate), Cl.C1(CCCCC1)CC(=N)N (2-cyclohexylethanamidine hydrochloride), C([O-])([O-])=O.[K+].[K+] (potassium carbonate). Run in CN(C)C=O (DMF). Conditions: temperature 90 celsius. Yields the product C1(CCCCC1)CC=1NC(C(=C(N1)NC=1C=NC=CC1C)C#N)=O (2-(Cyclohexylmethyl)-4-[(4-methyl-3-pyridinyl)amino]-6-oxo-1,6-dihydro-5-pyrimidinecarbonitrile). RXN SMILES: [C:1]([C:3](=[C:8]([NH:11][C:12]1[CH:13]=[N:14][CH:15]=[CH:16][C:17]=1[CH3:18])SC)[C:4]([O:6]C)=O)#[N:2].Cl.[CH:20]1([CH2:26][C:27]([NH2:29])=[NH:28])[CH2:25][CH2:24][CH2:23][CH2:22][CH2:21]1.C(=O)([O-])[O-].[K+].[K+]>CN(C=O)C>[CH:20]1([CH2:26][C:27]2[NH:29][C:4](=[O:6])[C:3]([C:1]#[N:2])=[C:8]([NH:11][C:12]3[CH:13]=[N:14][CH:15]=[CH:16][C:17]=3[CH3:18])[N:28]=2)[CH2:25][CH2:24][CH2:23][CH2:22][CH2:21]1 |f:1.2,3.4.5|. Procedure details: 0.4 g (1.51 mmol) of methyl 2-cyano-3-[(4-methyl-3-pyridinyl)amino]-3-(methylsulfanyl)-2-propenoate are dissolved with 0.29 g (1.67 mmol) of 2-cyclohexylethanamidine hydrochloride and 0.46 g (3.3 mmol) of potassium carbonate in 5 ml of DMF and heated at 90° C. for 7 days. After cooling and filtration, the product is purified by preparative HPLC (YMC Gel ODS-AQ S 5/15 μm; eluent A; water, eluent B: acetonitrile, gradient: 0 min 30% B, 5 min 30% B, 50 min 95% B) purified. 433 mg (88% of theory) of...